The task is: describe an organic reaction: reactants, conditions, products, and yield. This data is from the Open Reaction Database (ORD), a public repository of structured organic reaction records. Starting materials: C1=CC=CC=2C3=CC=CC=C3C(=CC12)B(O)O (9-phenanthreneboronic acid), C(=O)([O-])[O-].[K+].[K+] (K2CO3), N1=C(C=CC=C1)C1=CC=C(C=C1)B(O)O (4-(2-pyridyl)phenylboronic acid), C(=O)([O-])[O-].[K+].[K+] (K2CO3), BrC=1C=C(C=C(C1)Br)C1=NC(=NC(=N1)C1=CC=CC=C1)C1=CC=CC=C1 (2-(3,5-dibromophenyl)-4,6-diphenyl-1,3,5-triazine), resultant suspension. Reagents/catalysts: C=1C=CC(=CC1)[P](C=2C=CC=CC2)(C=3C=CC=CC3)[Pd]([P](C=4C=CC=CC4)(C=5C=CC=CC5)C=6C=CC=CC6)([P](C=7C=CC=CC7)(C=8C=CC=CC8)C=9C=CC=CC9)[P](C=1C=CC=CC1)(C=1C=CC=CC1)C=1C=CC=CC1 (tetrakis(triphenylphosphine)palladium). Run in C(C)O (ethanol), C1(=CC=CC=C1)C (toluene). Run at time 4 hour. Product: C1(=CC=CC=C1)C1=NC(=NC(=N1)C1=CC=CC=C1)C=1C=C(C=C(C1)C=1C2=CC=CC=C2C=2C=CC=CC2C1)C1=CC=C(C=C1)C1=NC=CC=C1 (4,6-diphenyl-2-[5-(9-phenanthryl)-4′-(2-pyridyl)biphenyl-3-yl]-1,3,5-triazine). Yield: 64.0%. As a reaction SMILES: [CH:1]1[C:14]2[CH:13]=[C:12](B(O)O)[C:11]3[C:6](=[CH:7][CH:8]=[CH:9][CH:10]=3)[C:5]=2[CH:4]=[CH:3][CH:2]=1.Br[C:19]1[CH:20]=[C:21]([C:26]2[N:31]=[C:30]([C:32]3[CH:37]=[CH:36][CH:35]=[CH:34][CH:33]=3)[N:29]=[C:28]([C:38]3[CH:43]=[CH:42][CH:41]=[CH:40][CH:39]=3)[N:27]=2)[CH:22]=[C:23](Br)[CH:24]=1.C([O-])([O-])=O.[K+].[K+].[N:50]1[CH:55]=[CH:54][CH:53]=[CH:52][C:51]=1[C:56]1[CH:61]=[CH:60][C:59](B(O)O)=[CH:58][CH:57]=1>C1C=CC([P]([Pd]([P](C2C=CC=CC=2)(C2C=CC=CC=2)C2C=CC=CC=2)([P](C2C=CC=CC=2)(C2C=CC=CC=2)C2C=CC=CC=2)[P](C2C=CC=CC=2)(C2C=CC=CC=2)C2C=CC=CC=2)(C2C=CC=CC=2)C2C=CC=CC=2)=CC=1.C(O)C.C1(C)C=CC=CC=1>[C:32]1([C:30]2[N:29]=[C:28]([C:38]3[CH:39]=[CH:40][CH:41]=[CH:42][CH:43]=3)[N:27]=[C:26]([C:21]3[CH:20]=[C:19]([C:59]4[CH:58]=[CH:57][C:56]([C:51]5[CH:52]=[CH:53][CH:54]=[CH:55][N:50]=5)=[CH:61][CH:60]=4)[CH:24]=[C:23]([C:13]4[C:14]5[C:5]([C:6]6[CH:7]=[CH:8][CH:9]=[CH:10][C:11]=6[CH:12]=4)=[CH:4][CH:3]=[CH:2][CH:1]=5)[CH:22]=3)[N:31]=2)[CH:37]=[CH:36][CH:35]=[CH:34][CH:33]=1 |f:2.3.4,^1:68,70,89,108|. Procedure details: In a stream of argon, 1.91 g (8.56 mmol) of 9-phenanthreneboronic acid, 4.00 g (8.56 mmol) of 2-(3,5-dibromophenyl)-4,6-diphenyl-1,3,5-triazine and 98.9 mg (0.086 mmol) of tetrakis(triphenylphosphine)palladium were suspended in a mixed solvent composed of 320 mL of toluene and 40 mL of ethanol, and the resultant suspension was heated to 60° C. To the suspension, 25.7 mL (25.7 mmol) of an aqueous 1M K2CO3 solution was gradually added dropwise, and the mixture was stirred for 4 hours. Then the mix...